This data is from the Open Reaction Database (ORD), a public repository of structured organic reaction records. The task is: describe an organic reaction: reactants, conditions, products, and yield The reactants are CC(C)[O-], CC(C)[O-], CC(C)[O-], CC(C)[O-], ClCCl, CC(N)C(O)CO, NC(c1ccccc1)c1ccccc1, [Na+], [OH-], [Ti+4]. Product: CC(NC(c1ccccc1)c1ccccc1)C(O)CO. Reaction SMILES: [CH3:27][CH:28]([CH3:29])[O-:30].[CH3:32][CH:33]([CH3:34])[O-:35].[CH3:36][CH:37]([CH3:38])[O-:39].[CH3:40][CH:41]([CH3:42])[O-:43].[Cl:24][CH2:25][Cl:26].[NH2:1][CH:2]([CH:3]([CH2:4][OH:5])[OH:6])[CH3:7].[NH2:8][CH:9]([c:10]1[cH:11][cH:12][cH:13][cH:14][cH:15]1)[c:16]1[cH:17][cH:18][cH:19][cH:20][cH:21]1.[Na+:23].[OH-:22].[Ti+4:31]>>[NH:1]([CH:2]([CH:3]([CH2:4][OH:5])[OH:6])[CH3:7])[CH:9]([c:10]1[cH:11][cH:12][cH:13][cH:14][cH:15]1)[c:16]1[cH:17][cH:18][cH:19][cH:20][cH:21]1. Starting materials: C1CCOC1, CS(=O)(=O)Cl, Nc1ccc([N+](=O)[O-])c(Cl)c1, Cl, c1ccncc1. Product: CS(=O)(=O)Nc1ccc([N+](=O)[O-])c(Cl)c1. Reaction SMILES: [CH2:23]1[O:24][CH2:25][CH2:26][CH2:27]1.[CH3:12][S:13]([Cl:14])(=[O:15])=[O:16].[Cl:1][c:2]1[cH:3][c:4]([NH2:5])[cH:6][cH:7][c:8]1[N+:9](=[O:10])[O-:11].[ClH:28].[cH:17]1[cH:18][cH:19][n:20][cH:21][cH:22]1>>[Cl:1][c:2]1[cH:3][c:4]([NH:5][S:13]([CH3:12])(=[O:15])=[O:16])[cH:6][cH:7][c:8]1[N+:9](=[O:10])[O-:11]. Product: Cc1ccc(N(C)c2nc(Cl)nc3ccccc23)cc1. Reactants: CNc1ccc(C)cc1, Clc1nc(Cl)c2ccccc2n1. RXN SMILES: [CH3:13][c:14]1[cH:15][cH:16][c:17]([NH:18][CH3:19])[cH:20][cH:21]1.[Cl:1][c:2]1[n:3][c:4]2[cH:5][cH:6][cH:7][cH:8][c:9]2[c:10]([Cl:12])[n:11]1>>[Cl:1][c:2]1[n:3][c:4]2[cH:5][cH:6][cH:7][cH:8][c:9]2[c:10]([N:18]([c:17]2[cH:16][cH:15][c:14]([CH3:13])[cH:21][cH:20]2)[CH3:19])[n:11]1.